Dataset: the Open Reaction Database (ORD), a public repository of structured organic reaction records. Task: describe an organic reaction: reactants, conditions, products, and yield The reactants are BrCCCC1C(CCCCCCCCCC1)=O (2-(3-Bromo-prop-1-yl)-cyclododecanone), Cl (HCl), S(=O)(=O)(C1=CC=C(C)C=C1)Cl (tosyl chloride), OCCCC1C(CCCCCCCCCC1)=O (2-(3-hydroxy-prop-1-yl)-cyclododecanone). Solvent: N1=CC=CC=C1 (pyridine). Conditions: time 8 hour. Product: C1(=CC=C(C=C1)S(=O)(=O)OCCCC1C(CCCCCCCCCC1)=O)C (2-(3-p-toluene-sulfonyloxy-prop-1-yl)-cyclododecanone). Isolated yield 80.5%. As a reaction SMILES: BrCCCC1CCCCCCCCCCC1=O.[S:18](Cl)([C:21]1[CH:27]=[CH:26][C:24]([CH3:25])=[CH:23][CH:22]=1)(=[O:20])=[O:19].[OH:29][CH2:30][CH2:31][CH2:32][CH:33]1[CH2:44][CH2:43][CH2:42][CH2:41][CH2:40][CH2:39][CH2:38][CH2:37][CH2:36][CH2:35][C:34]1=[O:45].Cl>N1C=CC=CC=1>[C:24]1([CH3:25])[CH:26]=[CH:27][C:21]([S:18]([O:29][CH2:30][CH2:31][CH2:32][CH:33]2[CH2:44][CH2:43][CH2:42][CH2:41][CH2:40][CH2:39][CH2:38][CH2:37][CH2:36][CH2:35][C:34]2=[O:45])(=[O:20])=[O:19])=[CH:22][CH:23]=1. Procedure details: 2-(3-Bromo-prop-1-yl)-cyclododecanone used hereinabove as starting material was prepared as follows: (a) 171.5 g (0.90 mole) of tosyl chloride were added under good stirring to a solution of 206.7 g (0.86 mole) of 2-(3-hydroxy-prop-1-yl)-cyclododecanone in 280 ml of pyridine cooled to 0°. After stirring at 0° to 10° for 3 further hours, the reaction mixture was kept overnight at 4°, then poured onto crushed ice and finally acidified with 600 ml of 36% aqueous HCl. After extraction with ether, dr... RXN SMILES: [C:32]([CH3:33])([CH3:34])([CH3:35])[O:36][C:37](=[O:38])[N:39]1[CH2:40][CH:41]([OH:44])[CH2:42][CH2:43]1.[CH2:52]1[O:53][CH2:54][CH2:55][CH2:56]1.[O:20]=[C:21]([O:22][CH2:23][CH3:24])[N:25]=[N:26][C:27]([O:28][CH2:29][CH3:30])=[O:31].[OH:45][c:46]1[cH:47][n:48][cH:49][cH:50][cH:51]1.[c:1]1([P:2]([c:3]2[cH:4][cH:5][cH:6][cH:7][cH:8]2)[c:9]2[cH:10][cH:11][cH:12][cH:13][cH:14]2)[cH:15][cH:16][cH:17][cH:18][cH:19]1>>[C:32]([CH3:33])([CH3:34])([CH3:35])[O:36][C:37](=[O:38])[N:39]1[CH2:40][CH:41]([O:44][c:46]2[cH:47][n:48][cH:49][cH:50][cH:51]2)[CH2:42][CH2:43]1. Product: CC(C)(C)OC(=O)N1CCC(Oc2cccnc2)C1. Starting materials: CC(C)(C)OC(=O)N1CCC(O)C1, C1CCOC1, CCOC(=O)N=NC(=O)OCC, Oc1cccnc1, c1ccc(P(c2ccccc2)c2ccccc2)cc1. Reactants: C(C1=CC=CC=C1)NC1=C(C=NC(=C1)NC1=CC=C(C=C1)N1CCN(CC1)C(CCl)=O)CC(=O)N (4-(benzylamino)-6-({4-[4-(chloroacetyl)piperazin-1-yl]phenyl}amino)pyridine-3-carboxyamide), C(C1=CC=CC=C1)NC1=C(C=NC(=C1)NC1=CC=C(C=C1)N1CCN(CC1)C(CCl)=O)CC(=O)N (4-(benzylamino)-6-({4-[4-(chloroacetyl)piperazin-1-yl]phenyl}amino)pyridine-3-carboxyamide), C([O-])([O-])=O.[K+].[K+] (potassium carbonate). The solvent is C(C)#N (acetonitrile), C(C)NCC (diethylamine). Reaction conditions: temperature 80 celsius, time 1 hour. Product: C(C1=CC=CC=C1)NC1=C(C=NC(=C1)NC1=CC=C(C=C1)N1CCN(CC1)C(CN(CC)CC)=O)CC(=O)N (4-(benzylamino)-6-({4-[4-(N,N-diethylglycyl)piperazin-1-yl]phenyl}amino)pyridine-3-carboxyamide). The yield is 119.1%. Reaction SMILES: [CH2:1]([NH:8][C:9]1[CH:14]=[C:13]([NH:15][C:16]2[CH:21]=[CH:20][C:19]([N:22]3[CH2:27][CH2:26][N:25]([C:28](=[O:31])[CH2:29]Cl)[CH2:24][CH2:23]3)=[CH:18][CH:17]=2)[N:12]=[CH:11][C:10]=1[CH2:32][C:33]([NH2:35])=[O:34])[C:2]1[CH:7]=[CH:6][CH:5]=[CH:4][CH:3]=1.C(=O)([O-])[O-].[K+].[K+]>C(#N)C.C(NCC)C>[CH2:1]([NH:8][C:9]1[CH:14]=[C:13]([NH:15][C:16]2[CH:21]=[CH:20][C:19]([N:22]3[CH2:27][CH2:26][N:25]([C:28](=[O:31])[CH2:29][N:8]([CH2:9][CH3:10])[CH2:1][CH3:2])[CH2:24][CH2:23]3)=[CH:18][CH:17]=2)[N:12]=[CH:11][C:10]=1[CH2:32][C:33]([NH2:35])=[O:34])[C:2]1[CH:7]=[CH:6][CH:5]=[CH:4][CH:3]=1 |f:1.2.3|. Procedure details: 25 mg of 4-(benzylamino)-6-({4-[4-(chloroacetyl)piperazin-1-yl]phenyl}amino)pyridine-3-carboxyamide (the compound of Example 269) was dissolved in 2 mL of acetonitrile, to which 0.1 mL of diethylamine and 15 mg of potassium carbonate were added, and stirred at 80° C. for 1 hour. After cooling, the insoluble substances were filtered off, the solvent was evaporated, and the residue was purified by silica gel thin layer chromatography (chloroform:ammonia methanol=10:1) to obtain 16 mg (59%) of the ... The reactants are Cc1cccc2c1C(=O)OC2=O, CC(=O)[O-], CC(=O)O, Cl, CC1(N)CCC(=O)NC1=O, [Na+]. Product: Cc1cccc2c1C(=O)N(C1(C)CCC(=O)NC1=O)C2=O. Reaction SMILES: [CH3:1][c:2]1[c:3]2[c:4]([cH:10][cH:11][cH:12]1)[C:5](=[O:6])[O:7][C:8]2=[O:9].[CH3:25][C:26](=[O:27])[O-:28].[CH3:29][C:30](=[O:31])[OH:32].[ClH:13].[NH2:14][C:15]1([CH3:23])[C:16](=[O:22])[NH:17][C:18](=[O:21])[CH2:19][CH2:20]1.[Na+:24]>>[CH3:1][c:2]1[c:3]2[c:4]([cH:10][cH:11][cH:12]1)[C:5](=[O:7])[N:14]([C:15]1([CH3:23])[C:16](=[O:22])[NH:17][C:18](=[O:21])[CH2:19][CH2:20]1)[C:8]2=[O:9]. Run in C(C)(=O)OCC (ethyl acetate), CN(C=O)C (dimethylformamide). Run at temperature 80 celsius. The reactants are C1(=CC=CC=C1)C1=CC2=C(OCC(N2)=O)N=C1 (7-phenyl-1H-pyrido[2,3-b][1,4]oxazin-2(3H)-one), BrN1C(CCC1=O)=O (N-bromosuccinimide). The product is BrC=1C(=CC2=C(OCC(N2)=O)N1)C1=CC=CC=C1 (6-bromo-7-phenyl-1H-pyrido[2,3-b][1,4]oxazin-2(3H)-one). The yield is 90.5%. Reaction SMILES: [C:1]1([C:7]2[CH:17]=[N:16][C:10]3[O:11][CH2:12][C:13](=[O:15])[NH:14][C:9]=3[CH:8]=2)[CH:6]=[CH:5][CH:4]=[CH:3][CH:2]=1.[Br:18]N1C(=O)CCC1=O>CN(C)C=O.C(OCC)(=O)C>[Br:18][C:17]1[C:7]([C:1]2[CH:2]=[CH:3][CH:4]=[CH:5][CH:6]=2)=[CH:8][C:9]2[NH:14][C:13](=[O:15])[CH2:12][O:11][C:10]=2[N:16]=1. Reported procedure: In a 10 ml microwave vial was 7-phenyl-1H-pyrido[2,3-b][1,4]oxazin-2(3H)-one (50 mg, 0.221 mmol) and N-bromosuccinimide (78.6 mg, 0.441 mmol) in dimethylformamide (1 ml). The reaction mixture was heated to 80° C. under microwave irradiation for 30 minutes. The reaction mixture was cooled to room temperature and diluted with ethyl acetate (10 ml). The organic solution was washed with water (2×10 ml) and brine (2×10 ml). The organic phase was dried over anhydrous Na2SO4, filtered and concentrated ... Run in CO (methanol). Product: O[C@H]1CN(C[C@@H](C1)OC)C(=O)OCC1=CC=CC=C1 ((3R,5R)-benzyl 3-hydroxy-5-methoxypiperidine-1-carboxylate). Yield: 92.0%. Reaction SMILES: [Si]([O:8][C@@H:9]1[CH2:14][C@@H:13]([O:15][CH3:16])[CH2:12][N:11]([C:17]([O:19][CH2:20][C:21]2[CH:26]=[CH:25][CH:24]=[CH:23][CH:22]=2)=[O:18])[CH2:10]1)(C(C)(C)C)(C)C.Cl.C(O)(C)C>CO>[OH:8][C@@H:9]1[CH2:14][C@@H:13]([O:15][CH3:16])[CH2:12][N:11]([C:17]([O:19][CH2:20][C:21]2[CH:26]=[CH:25][CH:24]=[CH:23][CH:22]=2)=[O:18])[CH2:10]1. Reported procedure: To a solution of (3R,5R)-benzyl 3-(tert-butyldimethylsilyloxy)-5-methoxypiperidine-1-carboxylate (1 eq) in 30 mL of methanol was added 3.8M HCl in isopropanol (4 eq). The reaction mixture was allowed to stand at room temperature for 3 hours at which point it was concentrated under reduced pressure. The resulting residue was diluted with 100 mL of EtOAc, washed with sat. aq. sodium bicarbonate, brine, then dried over anhydrous MgSO4, filtered, and concentrated in vacuo. The crude residue was puri... Reaction conditions: time 3 hour. Starting materials: [Si](C)(C)(C(C)(C)C)O[C@H]1CN(C[C@@H](C1)OC)C(=O)OCC1=CC=CC=C1 ((3R,5R)-benzyl 3-(tert-butyldimethylsilyloxy)-5-methoxypiperidine-1-carboxylate), Cl (HCl), C(C)(C)O (isopropanol).